This data is from the Open Reaction Database (ORD), a public repository of structured organic reaction records. The task is: describe an organic reaction: reactants, conditions, products, and yield Reported procedure: Fresh sausage was prepared as in Example 1 and was treated with either sodium lactate at 0.38% or sodium propionate at 0.30% which resulted in equivalent concentrations of lactate and propionate. These samples were stored at 5° and evaluated for total aerobic count and Gram-negative count. The reactants are C(C(O)C)(=O)[O-].[Na+] (sodium lactate), C(CC)(=O)[O-].[Na+] (sodium propionate). The product is C(C(O)C)(=O)[O-] (lactate), C(CC)(=O)[O-] (propionate). As a reaction SMILES: [C:1]([O-:6])(=[O:5])[CH:2]([CH3:4])[OH:3].[Na+].[C:8]([O-:12])(=[O:11])[CH2:9][CH3:10].[Na+]>>[C:1]([O-:6])(=[O:5])[CH:2]([CH3:4])[OH:3].[C:8]([O-:12])(=[O:11])[CH2:9][CH3:10] |f:0.1,2.3|. Starting materials: ClCCl, COc1cccc(C(=O)Cl)c1, COc1cc2ncnc(Nc3cccc(N)c3)c2cc1OC. Yields the product COc1cccc(C(=O)Nc2cccc(Nc3ncnc4cc(OC)c(OC)cc34)c2)c1, Cl. Reaction SMILES: [CH2:34]([Cl:35])[Cl:36].[CH3:1][O:2][c:3]1[cH:4][c:5]([C:6](=[O:7])[Cl:8])[cH:9][cH:10][cH:11]1.[NH2:12][c:13]1[cH:14][c:15]([NH:16][c:17]2[n:18][cH:19][n:20][c:21]3[cH:22][c:23]([O:29][CH3:30])[c:24]([O:27][CH3:28])[cH:25][c:26]23)[cH:31][cH:32][cH:33]1>>[CH3:1][O:2][c:3]1[cH:4][c:5]([C:6](=[O:7])[NH:12][c:13]2[cH:14][c:15]([NH:16][c:17]3[n:18][cH:19][n:20][c:21]4[cH:22][c:23]([O:29][CH3:30])[c:24]([O:27][CH3:28])[cH:25][c:26]34)[cH:31][cH:32][cH:33]2)[cH:9][cH:10][cH:11]1.[ClH:8]. Reactants: ClC1=NC(=CC2=CC=CC=C12)NC1=NNC=C1 ((1-chloro-isoquinolin-3-yl)-(1H-pyrazol-3-yl)-amine), FC(C1=CC=C(C=C1)B(O)O)(F)F (4-trifluoromethyl-phenylboronic acid). Product: N1N=C(C=C1)NC=1N=C(C2=CC=CC=C2C1)C1=CC(=CC=C1)C(F)(F)F ((1H-pyrazol-3-yl)-[1-(3-trifluoromethyl-phenyl)-isoquinolin-3-yl]-amine). As a reaction SMILES: Cl[C:2]1[C:11]2[C:6](=[CH:7][CH:8]=[CH:9][CH:10]=2)[CH:5]=[C:4]([NH:12][C:13]2[CH:17]=[CH:16][NH:15][N:14]=2)[N:3]=1.[F:18][C:19]([F:30])([F:29])[C:20]1[CH:25]=[CH:24][C:23](B(O)O)=[CH:22][CH:21]=1>>[NH:15]1[CH:16]=[CH:17][C:13]([NH:12][C:4]2[N:3]=[C:2]([C:22]3[CH:23]=[CH:24][CH:25]=[C:20]([C:19]([F:30])([F:29])[F:18])[CH:21]=3)[C:11]3[C:6]([CH:5]=2)=[CH:7][CH:8]=[CH:9][CH:10]=3)=[N:14]1. Procedure: Similar procedure as described in example 131 was used, starting from (1-chloro-isoquinolin-3-yl)-(1H-pyrazol-3-yl)-amine and 4-trifluoromethyl-phenylboronic acid to give (1H-pyrazol-3-yl)-[1-(3-trifluoromethyl-phenyl)-isoquinolin-3-yl]-amine. LC-MS m/e 355(MH+).